From a dataset of the Open Reaction Database (ORD), a public repository of structured organic reaction records. describe an organic reaction: reactants, conditions, products, and yield Reactants: COC=1C=CC=C2CCC(C12)NC=1OCC2=C(N1)C=CC(=C2)N (rac-N2-(7-Methoxy-indan-1-yl)-4H-benzo[d][1,3]oxazine-2,6-diamine), N1(CCOCC1)S(=O)(=O)Cl (morpholin-4-sulfonyl chloride). Product: COC=1C=CC=C2CCC(C12)NC=1OCC2=C(N1)C=CC(=C2)NS(=O)(=O)N2CCOCC2 (rac-Morpholine-4-sulfonic acid [2-(7-methoxy-indan-1-ylamino)-4H-benzo[d][1,3]oxazin-6-yl]-amide). The yield is 54.0%. Reaction SMILES: [CH3:1][O:2][C:3]1[CH:4]=[CH:5][CH:6]=[C:7]2[C:11]=1[CH:10]([NH:12][C:13]1[O:14][CH2:15][C:16]3[CH:22]=[C:21]([NH2:23])[CH:20]=[CH:19][C:17]=3[N:18]=1)[CH2:9][CH2:8]2.[N:24]1([S:30](Cl)(=[O:32])=[O:31])[CH2:29][CH2:28][O:27][CH2:26][CH2:25]1>>[CH3:1][O:2][C:3]1[CH:4]=[CH:5][CH:6]=[C:7]2[C:11]=1[CH:10]([NH:12][C:13]1[O:14][CH2:15][C:16]3[CH:22]=[C:21]([NH:23][S:30]([N:24]4[CH2:29][CH2:28][O:27][CH2:26][CH2:25]4)(=[O:32])=[O:31])[CH:20]=[CH:19][C:17]=3[N:18]=1)[CH2:9][CH2:8]2. Procedure details: Prepared from rac-N2-(7-methoxy-indan-1-yl)-4H-benzo[d][1,3]oxazine-2,6-diamine (Example 10) (100 mg, 0.323 mmol) and morpholin-4-sulfonyl chloride (66 mg, 0.356 mmol) according to the procedure described for Example 27. Obtained the title compound as a light yellow foam (80 mg, 54%), MS (ISP) m/e=459.2 [(M+H)+]. Reactants: N1N=C(C2=CC=CC=C12)NC1=CC=C(C=C1)B1OC(C(O1)(C)C)(C)C (N-(1H-3-indazolyl)-N-[4-(4,4,5,5-tetramethyl-1,3,2-dioxaborolan-2-yl)phenyl]amine), IC1=NN(C2=NC=NC(=C21)N)[C@@H]2CC[C@H](CC2)N2CCN(CC2)C (trans-3-iodo-1-[4-(4-methylpiperazino)-cyclohexyl]-1H-pyrazolo[3,4-d]pyrimidin-4-amine), tetrakis-(triphenylphosphine)palladium, C([O-])([O-])=O.[Na+].[Na+] (sodium carbonate). Solvent: COCCOC (ethylene glycol dimethyl ether), O (water). Yields the product C(C)(=O)O.N1N=C(C2=CC=CC=C12)NC1=CC=C(C=C1)C1=NN(C2=NC=NC(=C21)N)[C@@H]2CC[C@H](CC2)N2CCN(CC2)C (trans-3-[4-(1H-3-indazolylamino)phenyl]-1-[4-(4-methylpiperazino)cyclohexyl]-1H-pyrazolo[3,4-d]pyrimidin-4-amine acetate). Isolated yield 37.7%. Reaction SMILES: [NH:1]1[C:9]2[C:4](=[CH:5][CH:6]=[CH:7][CH:8]=2)[C:3]([NH:10][C:11]2[CH:16]=[CH:15][C:14](B3[O:21][C:20]([CH3:23])(C)C(C)(C)O3)=[CH:13][CH:12]=2)=[N:2]1.I[C:27]1[C:35]2[C:30](=[N:31][CH:32]=[N:33][C:34]=2[NH2:36])[N:29]([C@H:37]2[CH2:42][CH2:41][C@H:40]([N:43]3[CH2:48][CH2:47][N:46]([CH3:49])[CH2:45][CH2:44]3)[CH2:39][CH2:38]2)[N:28]=1.C(=O)([O-])[O-:51].[Na+].[Na+]>COCCOC.O>[C:20]([OH:51])(=[O:21])[CH3:23].[NH:1]1[C:9]2[C:4](=[CH:5][CH:6]=[CH:7][CH:8]=2)[C:3]([NH:10][C:11]2[CH:12]=[CH:13][C:14]([C:27]3[C:35]4[C:30](=[N:31][CH:32]=[N:33][C:34]=4[NH2:36])[N:29]([C@H:37]4[CH2:38][CH2:39][C@H:40]([N:43]5[CH2:44][CH2:45][N:46]([CH3:49])[CH2:47][CH2:48]5)[CH2:41][CH2:42]4)[N:28]=3)=[CH:15][CH:16]=2)=[N:2]1 |f:2.3.4,7.8|. Procedure: A mixture of N-(1H-3-indazolyl)-N-[4-(4,4,5,5-tetramethyl-1,3,2-dioxaborolan-2-yl)phenyl]amine (0.064 g, 0.000191 mol), trans-3-iodo-1-[4-(4-methylpiperazino)-cyclohexyl]-1H-pyrazolo[3,4-d]pyrimidin-4-amine (0.070 g, 0.000159 mol), tetrakis-(triphenylphosphine)palladium (0.011 g, 0.0000095 mol) and sodium carbonate (0.042 g, 0.000398 mol) was heated in a mixture of ethylene glycol dimethyl ether (4 mL) and water (2 mL) at 80° C. for 16 hours under an atmosphere of nitrogen. The mixture was allow... Reactants: TEA, CC(CN)(C)C (2,2-dimethylpropylamine), FC=1C=C(C=CC1[N+](=O)[O-])C1=C(N=C2OC=CN21)C2=CC=C(C=C2)F (5-(3-fluoro-4-nitrophenyl)-6-(4-fluorophenyl)-imidazo[2,1-b]oxazole). Run in C(C)#N (ACN). Reaction conditions: temperature 80 celsius. The product is CC(CNC1=C(C=CC(=C1)C1=C(N=C2OC=CN21)C2=CC=C(C=C2)F)[N+](=O)[O-])(C)C ((2,2-Dimethylpropyl)-5-[6-(4-fluorophenyl)-imidazo[2,1-b]oxazol-5-yl]-2-nitrophenylamine). Isolated yield 99.0%. As a reaction SMILES: F[C:2]1[CH:3]=[C:4]([C:11]2[N:18]3[C:14]([O:15][CH:16]=[CH:17]3)=[N:13][C:12]=2[C:19]2[CH:24]=[CH:23][C:22]([F:25])=[CH:21][CH:20]=2)[CH:5]=[CH:6][C:7]=1[N+:8]([O-:10])=[O:9].[CH3:26][C:27]([CH3:31])([CH3:30])[CH2:28][NH2:29]>C(#N)C>[CH3:26][C:27]([CH3:31])([CH3:30])[CH2:28][NH:29][C:2]1[CH:3]=[C:4]([C:11]2[N:18]3[C:14]([O:15][CH:16]=[CH:17]3)=[N:13][C:12]=2[C:19]2[CH:20]=[CH:21][C:22]([F:25])=[CH:23][CH:24]=2)[CH:5]=[CH:6][C:7]=1[N+:8]([O-:10])=[O:9]. Procedure details: To a suspension of 5-(3-fluoro-4-nitrophenyl)-6-(4-fluorophenyl)-imidazo[2,1-b]oxazole (0.80 g, 2.2 mmol; Preparation #C.1) in ACN (6.0 mL) was added TEA (0.63 mL, 4.5 mmol) and 2,2-dimethylpropylamine (0.24 g, 2.7 mmol; TCI). The reaction was heated at about 80° C. for about 4 h then cooled to about 4° C. The resulting solid was filtered, washing with cold ACN (ca. 4° C.), and dried in a vacuum oven at about 55-65° C. to give the title compound (0.89 g, 96%): LC/MS (Table 1, Method b) Rt=2.62 m... Starting materials: NC1=C(C=C(C#N)C=C1C)CC (4-amino-3-ethyl-5-methyl-benzonitrile), ClC=1C=C(C(=N)NO)C=C(C1NS(=O)(=O)C)C (3-chloro-N-hydroxy-4-methanesulfonylamino-5-methyl-benzamidine). Yields the product C(C)C=1C=C(C(=N)NO)C=C(C1NS(=O)(=O)C)C (3-Ethyl-N-hydroxy-4-methanesulfonylamino-5-methyl-benzamidine). As a reaction SMILES: N[C:2]1C(C)=CC(C#N)=C[C:3]=1CC.Cl[C:14]1[CH:15]=[C:16]([CH:21]=[C:22]([CH3:29])[C:23]=1[NH:24][S:25]([CH3:28])(=[O:27])=[O:26])[C:17]([NH:19][OH:20])=[NH:18]>>[CH2:2]([C:14]1[CH:15]=[C:16]([CH:21]=[C:22]([CH3:29])[C:23]=1[NH:24][S:25]([CH3:28])(=[O:27])=[O:26])[C:17]([NH:19][OH:20])=[NH:18])[CH3:3]. Reported procedure: The title compound is then prepared from the above 4-amino-3-ethyl-5-methyl-benzonitrile in analogy to 3-chloro-N-hydroxy-4-methanesulfonylamino-5-methyl-benzamidine; LC-MS**: tR=0.26 min, [M+1]+=272.32. Starting materials: OCC(CO)NC1=NC=2N(C(=N1)NCC1=CC=C(C=C1)C1=NC=CC=C1)N=CC2C(C)C (2-(1,3-dihydroxyprop-2-ylamino)-8-isopropyl-4-[4-(pyridin-2-yl)benzylamino]pyrazolo[1,5-a]-1,3,5-triazine), C(\C=C\C(=O)O)(=O)O (fumaric acid). Solvent: CCO.CCOCC (EtOH Et2O). Product: C(\C=C\C(=O)O)(=O)O.OCC(CO)NC1=NC=2N(C(=N1)NCC1=CC=C(C=C1)C1=NC=CC=C1)N=CC2C(C)C (2-(1,3-dihydroxyprop-2-ylamino)-8-isopropyl-4-[4-(pyridin-2-yl)benzylamino]pyrazolo[1,5-a]-1,3,5-triazine fumarate). Reaction SMILES: [OH:1][CH2:2][CH:3]([NH:6][C:7]1[N:12]=[C:11]([NH:13][CH2:14][C:15]2[CH:20]=[CH:19][C:18]([C:21]3[CH:26]=[CH:25][CH:24]=[CH:23][N:22]=3)=[CH:17][CH:16]=2)[N:10]2[N:27]=[CH:28][C:29]([CH:30]([CH3:32])[CH3:31])=[C:9]2[N:8]=1)[CH2:4][OH:5].[C:33]([OH:40])(=[O:39])/[CH:34]=[CH:35]/[C:36]([OH:38])=[O:37]>CCO.CCOCC>[C:33]([OH:40])(=[O:39])/[CH:34]=[CH:35]/[C:36]([OH:38])=[O:37].[OH:1][CH2:2][CH:3]([NH:6][C:7]1[N:12]=[C:11]([NH:13][CH2:14][C:15]2[CH:16]=[CH:17][C:18]([C:21]3[CH:26]=[CH:25][CH:24]=[CH:23][N:22]=3)=[CH:19][CH:20]=2)[N:10]2[N:27]=[CH:28][C:29]([CH:30]([CH3:32])[CH3:31])=[C:9]2[N:8]=1)[CH2:4][OH:5] |f:2.3,4.5|. Reported procedure: The product 17 is treated with fumaric acid in an EtOH/Et2O solution. The fumaric acid salt 18 crystallizes from the reaction medium. Mp=179-181° C. 1H NMR (300 MHz, DMSO-d6): δ 13.11 (bs, 2H, OH), 8.76 (bs, 1H, NH), 8.64 (d, 1H, J=4.5 Hz, Harom), 8.03 (d, 2H, J=8.1 Hz, Harom), 7.94-7.82 (m, 2H, Harom), 7.72 (s, 1H, Harom) 7.49 (bs, 2H, Harom) 7.35-7.31 (m, 1H, Harom), 6.63 (s, 2H, 2 ═CH), 6.33 (d, 1H, J=6.0 Hz, NH), 4.67 (d, 2H, J=6.0 Hz, CH2), 3.98-3.83 (m, 1H, CH), 3.58-3.42 (m, 4H, 2 CH2), 2... Starting materials: C=C1CC(=O)O1 (diketene), resultant solution, N(=O)[O-].[Na+] (sodium nitrite), aqueous solution, [Cl-].[Na+] (sodium chloride), C1(=CC=CC=C1)C (toluene), [OH-].[Na+] (sodium hydroxide). The reagents and catalysts are CN(C1=CC=NC=C1)C (4-(dimethylamino)pyridine). Run in C(C)(C)(C)O (tert-butyl alcohol), O (water), O (water), C(C)(=O)O (acetic acid). Yields the product ON=C(C(=O)OC(C)(C)C)C(C)=O (tert-butyl 2-hydroxyimino-3-oxobutyrate). RXN SMILES: [CH2:1]=[C:2]1[O:6][C:4](=[O:5])[CH2:3]1.[N:7]([O-:9])=O.[Na+].[Cl-].[Na+].[OH-:13].[Na+].[C:15]1([CH3:21])[CH:20]=CC=C[CH:16]=1>CN(C)C1C=CN=CC=1.O.C(O)(=O)C.C(O)(C)(C)C>[OH:9][N:7]=[C:3]([C:2](=[O:6])[CH3:1])[C:4]([O:5][C:15]([CH3:21])([CH3:20])[CH3:16])=[O:13] |f:1.2,3.4,5.6|. Reported procedure: To a mixture of tert-butyl alcohol [741.2 g] and 4-(dimethylamino)pyridine [6.1 g] was added dropwise diketene [840.7 g] at 50° to 60° C. in the course of one hour while stirring. The stirring was continued for one further hour at 30° to 50° C. To the colorless and clear reaction mixture thus obtained was added acetic acid [1501 g]. To the resultant solution was added dropwise a solution of sodium nitrite [773.2 g] in water [1.35 l] at 5° to 9° C. in the course of 1.5 hour, followed by stirring ... Reactants: COCCN(C)c1ccc(OC)c([N+](=O)[O-])c1, CO, [H][H]. The product is COCCN(C)c1ccc(OC)c(N)c1. RXN SMILES: [CH3:1][O:2][CH2:3][CH2:4][N:5]([CH3:6])[c:7]1[cH:8][c:9]([N+:15]([O-:16])=[O:17])[c:10]([O:13][CH3:14])[cH:11][cH:12]1.[CH3:20][OH:21].[H:18][H:19]>>[CH3:1][O:2][CH2:3][CH2:4][N:5]([CH3:6])[c:7]1[cH:8][c:9]([NH2:15])[c:10]([O:13][CH3:14])[cH:11][cH:12]1.